From a dataset of the Open Reaction Database (ORD), a public repository of structured organic reaction records. describe an organic reaction: reactants, conditions, products, and yield Starting materials: N#CCCCBr, CC#N, CCOC(C)=O, [Cl-], CC(C)(C)OC(=O)N1CCCC(C(O)c2cccc(Cl)c2)C1, [H-], [NH4+], [Na+]. Product: CC(C)(C)OC(=O)N1CCCC(C(OCCCC#N)c2cccc(Cl)c2)C1. RXN SMILES: [Br:25][CH2:26][CH2:27][CH2:28][C:29]#[N:30].[CH3:33][C:34]#[N:35].[CH3:36][CH2:37][O:38][C:39](=[O:40])[CH3:41].[Cl-:31].[Cl:3][c:4]1[cH:5][c:6]([CH:10]([CH:11]2[CH2:12][N:13]([C:17](=[O:18])[O:19][C:20]([CH3:21])([CH3:22])[CH3:23])[CH2:14][CH2:15][CH2:16]2)[OH:24])[cH:7][cH:8][cH:9]1.[H-:2].[NH4+:32].[Na+:1]>>[Cl:3][c:4]1[cH:5][c:6]([CH:10]([CH:11]2[CH2:12][N:13]([C:17](=[O:18])[O:19][C:20]([CH3:21])([CH3:22])[CH3:23])[CH2:14][CH2:15][CH2:16]2)[O:24][CH2:26][CH2:27][CH2:28][C:29]#[N:30])[cH:7][cH:8][cH:9]1.